This data is from the Open Reaction Database (ORD), a public repository of structured organic reaction records. The task is: describe an organic reaction: reactants, conditions, products, and yield Starting materials: N1=C(C=CC=C1)C=1NN=C2C(=CC=CC12)C(F)(F)F (3-pyridin-2-yl-7-(trifluoromethyl)-2H-indazole), CC1=C(C=CC=C1)B(O)O (2-methylphenylboronic acid), N1=CC=CC=C1 (pyridine). Reagents/catalysts: C(C)(=O)[O-].[Cu+2].C(C)(=O)[O-] (copper(II)acetate). Run in C(Cl)Cl (methylene chloride). Yields the product CC1=C(C=CC=C1)N1N=C2C(=CC=CC2=C1C1=NC=CC=C1)C(F)(F)F (2-(2-METHYLPHENYL)-3-PYRIDIN-2-YL-7-(TRIFLUOROMETHYL)-2H-INDAZOLE). As a reaction SMILES: [N:1]1[CH:6]=[CH:5][CH:4]=[CH:3][C:2]=1[C:7]1[NH:8][N:9]=[C:10]2[C:15]=1[CH:14]=[CH:13][CH:12]=[C:11]2[C:16]([F:19])([F:18])[F:17].[CH3:20][C:21]1[CH:26]=[CH:25][CH:24]=[CH:23][C:22]=1B(O)O.N1C=CC=CC=1>C(Cl)Cl.C([O-])(=O)C.[Cu+2].C([O-])(=O)C>[CH3:20][C:21]1[CH:26]=[CH:25][CH:24]=[CH:23][C:22]=1[N:8]1[C:7]([C:2]2[CH:3]=[CH:4][CH:5]=[CH:6][N:1]=2)=[C:15]2[C:10]([C:11]([C:16]([F:19])([F:17])[F:18])=[CH:12][CH:13]=[CH:14]2)=[N:9]1 |f:4.5.6|. Procedure: A solution of 3-pyridin-2-yl-7-(trifluoromethyl)-2H-indazole (0.2633 g, 1 mmol), 2-methylphenylboronic acid (0.271 g, 2 mmol, copper(II)acetate (0.181 g, 1 mmol) and pyridine (0.161 mL, 2 mmol) in 20 mL of methylene chloride was stirred at ambient temperature for 2 hours. The reaction mixture was concentrated in vacuo and purified by flash chromatography (silica gel 60, methylene chloride-ethyl acetate, 3:1) to give the title compound (0.08 g). The reactants are N(=O)[O-].[Na+] (sodium nitrite), S(=O)(=O)([O-])OOS(=O)(=O)[O-].[Na+].[Na+] (sodium persulphate), Cl.C(C)(C)(C)N1CC(C1)([N+](=O)[O-])CO (N-tert-butyl-3-hydroxymethyl-3-nitroazetidine hydrochloride), aqueous solution, [OH-].[Na+] (NaOH). The reagents and catalysts are [Fe-4](C#N)(C#N)(C#N)(C#N)(C#N)C#N.[K+].[K+].[K+].[K+] (potassium ferrocyanide). Run in O (water), O (water). Run at time 3 hour. Yields the product C(C)(C)(C)N1CC(C1)([N+](=O)[O-])[N+](=O)[O-] (N-tert-butyl-3,3-dinitroazetidine). Yield: 103.3%. RXN SMILES: Cl.[C:2]([N:6]1[CH2:9][C:8](CO)([N+:10]([O-:12])=[O:11])[CH2:7]1)([CH3:5])([CH3:4])[CH3:3].[OH-].[Na+].[N:17]([O-:19])=[O:18].[Na+].S(OOS([O-])(=O)=O)([O-])(=O)=O.[Na+].[Na+]>O.[Fe-4](C#N)(C#N)(C#N)(C#N)(C#N)C#N.[K+].[K+].[K+].[K+]>[C:2]([N:6]1[CH2:7][C:8]([N+:10]([O-:12])=[O:11])([N+:17]([O-:19])=[O:18])[CH2:9]1)([CH3:3])([CH3:4])[CH3:5] |f:0.1,2.3,4.5,6.7.8,10.11.12.13.14|. Reported procedure: To a solution (60 ml) of N-tert-butyl-3-hydroxymethyl-3-nitroazetidine hydrochloride (13.50 g, 0.060 mol) prepared in the Example 3 in distilled water, 30 ml of aqueous solution of NaOH (7.173 g, 0.179 mol) was added. The resulting yellow solution was stirred for 3 hours at room temperature. The resultant was cooled to 8° C. and a chilled solution (45 ml) of sodium nitrite (NaNO2) (16.5 g, 0.239 mol) and potassium ferrocyanide (K3Fe(CN)6) (1.974 g, 0.060 mol) in distilled water was added slowly.... The reactants are C(C)C1C(CC(C(C(OC(C2CCCCN2C(C(C2(C(CC(C(C(CC(CC(=C1)C)C)OC)O2)OC)C)O)=O)=O)=O)C(=CC2CC(C(CC2)OCC(O)C2=CC=CC=C2)OC)C)C)O[Si](C)(C)C(C)(C)C)=O (17-ethyl-1-hydroxy-14-(tert-butyldimethylsiloxy)-12-[2'-(4"-(2"'-phenyl-2"'-hydroxyethyloxy)-3"-methoxycyclohexyl)-1'-methylvinyl]-23,25-dimethoxy-13,19,21,27-tetramethyl-11,28-dioxa-4-azatricyclo[22.3.1.04,9 ]octacos-18-ene-2,3,10,16-tetraone), 2,2,2-benzyltrichloroacetimidate, C([O-])(O)=O.[Na+] (sodium bicarbonate), OS(=O)(=O)C(F)(F)F (triflic acid). Solvent: C1CCCCC1 (cyclohexane), ClCCl (dichloromethane). Reaction conditions: time 1.5 hour. Product: C(C)C1C(CC(C(C(OC(C2CCCCN2C(C(C2(C(CC(C(C(CC(CC(=C1)C)C)OC)O2)OC)C)O)=O)=O)=O)C(=CC2CC(C(CC2)OCC(OCC2=CC=CC=C2)C2=CC=CC=C2)OC)C)C)O[Si](C)(C)C(C)(C)C)=O (17-Ethyl-1-hydroxy-14-(tert-butyldimethylsiloxy)-12-[2'-(4"-(2"'-phenyl-2"'-benzyloxyethyloxy)-3"-methoxycyclohexyl)-1'-methylvinyl]-23,25-dimethoxy-13,19,21, 27-tetramethyl-11,28-dioxa-4-azatricyclo[22.3.1.04,9 ]octacos-18-ene-2,3,10,16-tetraone). The yield is 101.1%. Reaction SMILES: [CH2:1]([CH:3]1[CH:29]=[C:28]([CH3:30])[CH2:27][CH:26]([CH3:31])[CH2:25][CH:24]([O:32][CH3:33])[CH:23]2[O:34][C:19]([OH:38])([CH:20]([CH3:37])[CH2:21][CH:22]2[O:35][CH3:36])[C:18](=[O:39])[C:17](=[O:40])[N:16]2[CH:11]([CH2:12][CH2:13][CH2:14][CH2:15]2)[C:10](=[O:41])[O:9][CH:8]([C:42]([CH3:62])=[CH:43][CH:44]2[CH2:49][CH2:48][CH:47]([O:50][CH2:51][CH:52]([C:54]3[CH:59]=[CH:58][CH:57]=[CH:56][CH:55]=3)[OH:53])[CH:46]([O:60][CH3:61])[CH2:45]2)[CH:7]([CH3:63])[CH:6]([O:64][Si:65]([C:68]([CH3:71])([CH3:70])[CH3:69])([CH3:67])[CH3:66])[CH2:5][C:4]1=[O:72])[CH3:2].OS(C(F)(F)F)(=O)=O.C(=O)(O)[O-].[Na+]>C1CCCCC1.ClCCl>[CH2:1]([CH:3]1[CH:29]=[C:28]([CH3:30])[CH2:27][CH:26]([CH3:31])[CH2:25][CH:24]([O:32][CH3:33])[CH:23]2[O:34][C:19]([OH:38])([CH:20]([CH3:37])[CH2:21][CH:22]2[O:35][CH3:36])[C:18](=[O:39])[C:17](=[O:40])[N:16]2[CH:11]([CH2:12][CH2:13][CH2:14][CH2:15]2)[C:10](=[O:41])[O:9][CH:8]([C:42]([CH3:62])=[CH:43][CH:44]2[CH2:49][CH2:48][CH:47]([O:50][CH2:51][CH:52]([C:54]3[CH:59]=[CH:58][CH:57]=[CH:56][CH:55]=3)[O:53][CH2:43][C:44]3[CH:49]=[CH:48][CH:47]=[CH:46][CH:45]=3)[CH:46]([O:60][CH3:61])[CH2:45]2)[CH:7]([CH3:63])[CH:6]([O:64][Si:65]([C:68]([CH3:69])([CH3:70])[CH3:71])([CH3:67])[CH3:66])[CH2:5][C:4]1=[O:72])[CH3:2] |f:2.3|. Reported procedure: To a solution of 17-ethyl-1-hydroxy-14-(tert-butyldimethylsiloxy)-12-[2'-(4"-(2"'-phenyl-2"'-hydroxyethyloxy)-3"-methoxycyclohexyl)-1'-methylvinyl]-23,25-dimethoxy-13,19,21,27-tetramethyl-11,28-dioxa-4-azatricyclo[22.3.1.04,9 ]octacos-18-ene-2,3,10,16-tetraone (40 mg) in cyclohexane (0.8 ml) and dichloromethane (0.4 ml) was added 2,2,2-benzyltrichloroacetimidate at 0° C. followed by triflic acid. The reaction was allowed to warm to room temperature and stir for 1.5 hours after which time it was ... The reactants are C(C1=CC=CC=C1)OC1=CC(=C(C=O)C(=C1)C)C (4-benzyloxy-2,6-dimethyl-benzaldehyde), [O-]S(=O)(=O)C(F)(F)F.C(CCC)[B+]CCCC (di-n-butylboron triflate), C(C1=CC=CC=C1)[C@@H]1N(C(OC1)=O)C(COCC)=O ((S)-4-benzyl-3-ethoxyacetyl-oxazolidin-2-one), C(C1=CC=CC=C1)[C@@H]1N(C(OC1)=O)C(COCC)=O ((S)-4-benzyl-3-ethoxyacetyl-oxazolidin-2-one). Solvent: C(C)N(CC)CC (triethylamine). Product: C(C1=CC=CC=C1)[C@@H]1N(C(OC1)=O)C([C@H]([C@H](O)C1=C(C=C(C=C1C)OCC1=CC=CC=C1)C)OCC)=O ((S)-4-benzyl-3-[(2S,3R)-3-(4-benzyloxy-2,6-dimethyl-phenyl)-2-ethoxy-3-hydroxy-propionyl]-oxazolidin-2-one). Reaction SMILES: [CH2:1]([C@H:8]1[CH2:12][O:11][C:10](=[O:13])[N:9]1[C:14](=[O:19])[CH2:15][O:16][CH2:17][CH3:18])[C:2]1[CH:7]=[CH:6][CH:5]=[CH:4][CH:3]=1.[CH2:20]([O:27][C:28]1[CH:35]=[C:34]([CH3:36])[C:31]([CH:32]=[O:33])=[C:30]([CH3:37])[CH:29]=1)[C:21]1[CH:26]=[CH:25][CH:24]=[CH:23][CH:22]=1.[O-]S(C(F)(F)F)(=O)=O.C([B+]CCCC)CCC>C(N(CC)CC)C>[CH2:1]([C@H:8]1[CH2:12][O:11][C:10](=[O:13])[N:9]1[C:14](=[O:19])[C@@H:15]([O:16][CH2:17][CH3:18])[C@@H:32]([C:31]1[C:30]([CH3:37])=[CH:29][C:28]([O:27][CH2:20][C:21]2[CH:26]=[CH:25][CH:24]=[CH:23][CH:22]=2)=[CH:35][C:34]=1[CH3:36])[OH:33])[C:2]1[CH:3]=[CH:4][CH:5]=[CH:6][CH:7]=1 |f:2.3|. Reported procedure: In analogy to the procedure described in example 17 a], (S)-4-benzyl-3-ethoxyacetyl-oxazolidin-2-one (for the preparation of (S)-4-benzyl-3-ethoxyacetyl-oxazolidin-2-one see: D. Haigh, H. C. Birrell, B. C. C. Cantello, D. S. Eggleston, R. C. Haltiwanger, R. M. Hindley, A. Ramaswamy, N. C. Stevens, Tetrahedron: Asymmetry 1999, 10, 1353-1367) was reacted with 4-benzyloxy-2,6-dimethyl-benzaldehyde in the presence of triethylamine and di-n-butylboron triflate to give (S)-4-benzyl-3-[(2S,3R)-3-(4-ben...